From a dataset of the Open Reaction Database (ORD), a public repository of structured organic reaction records. describe an organic reaction: reactants, conditions, products, and yield Starting materials: ClC1=CC2=C(C(NC3=NC=CC=C23)=O)C=C1 (9-Chloro-5H-benzo[c][1,8]naphthyridin-6-one), C(CC)C1=CC=C(N)C=C1 (4-propylaniline). The product is C(CC)C1=CC=C(C=C1)NC1=CC2=C(C(NC3=NC=CC=C23)=O)C=C1 (9-(4-Propyl-phenylamino)-5H-benzo[c][1,8]naphthyridin-6-one). The yield is 16.2%. RXN SMILES: Cl[C:2]1[CH:16]=[CH:15][C:5]2[C:6](=[O:14])[NH:7][C:8]3[C:13]([C:4]=2[CH:3]=1)=[CH:12][CH:11]=[CH:10][N:9]=3.[CH2:17]([C:20]1[CH:26]=[CH:25][C:23]([NH2:24])=[CH:22][CH:21]=1)[CH2:18][CH3:19]>>[CH2:17]([C:20]1[CH:26]=[CH:25][C:23]([NH:24][C:2]2[CH:16]=[CH:15][C:5]3[C:6](=[O:14])[NH:7][C:8]4[C:13]([C:4]=3[CH:3]=2)=[CH:12][CH:11]=[CH:10][N:9]=4)=[CH:22][CH:21]=1)[CH2:18][CH3:19]. Procedure: The title compound was synthesized according to the procedure described for the preparation of Example 231 using 6 (100 mg, 0.43 mmol) and 4-propylaniline (0.10 ml; 0.65 mmol) to provide 243 (23 mg, 15% yield) as a brown solid. LC-MS (M+H (parent)=330, obsd.=330). Starting materials: ClCCl, O=C(Cl)CC(=O)CCl, O=[N+]([O-])c1ccc(CO)cc1, c1ccncc1. Product: O=C(CCl)CC(=O)OCc1ccc([N+](=O)[O-])cc1. Reaction SMILES: [CH2:26]([Cl:27])[Cl:28].[Cl:18][CH2:19][C:20]([CH2:21][C:22](=[O:23])[Cl:24])=[O:25].[N+:1](=[O:2])([O-:3])[c:4]1[cH:5][cH:6][c:7]([CH2:8][OH:9])[cH:10][cH:11]1.[cH:12]1[cH:13][cH:14][n:15][cH:16][cH:17]1>>[N+:1](=[O:2])([O-:3])[c:4]1[cH:5][cH:6][c:7]([CH2:8][O:9][C:22]([CH2:21][C:20]([CH2:19][Cl:18])=[O:25])=[O:23])[cH:10][cH:11]1. The reactants are Clc1c(Br)cncc1Br, CCN(C=O)CC, CCOC(C)=O. Product: CCN(CC)c1c(Br)cncc1Br. As a reaction SMILES: [Br:1][c:2]1[cH:3][n:4][cH:5][c:6]([Br:9])[c:7]1[Cl:8].[CH2:10]([CH3:11])[N:12]([CH:13]=[O:14])[CH2:15][CH3:16].[CH3:17][CH2:18][O:19][C:20]([CH3:21])=[O:22]>>[Br:1][c:2]1[cH:3][n:4][cH:5][c:6]([Br:9])[c:7]1[N:12]([CH2:10][CH3:11])[CH2:15][CH3:16].